Dataset: the Open Reaction Database (ORD), a public repository of structured organic reaction records. Task: describe an organic reaction: reactants, conditions, products, and yield Reactants: COCOC(C1=C(C=C(C(=C1)Br)OCOC)OCOC)=O (5-bromo-2,4-bis-methoxymethoxybenzoic acid methoxymethylester), O.NN (hydrazine monohydrate). Solvent: C(C)O (ethanol). Conditions: temperature 70 celsius, time 27 hour. Yields the product BrC=1C(=CC(=C(C(=O)NN)C1)OCOC)OCOC (5-bromo-2,4-bis-methoxymethoxybenzoic acid hydrazide). Yield: 45.1%. Reaction SMILES: COC[O:4][C:5](=O)[C:6]1[CH:11]=[C:10]([Br:12])[C:9]([O:13][CH2:14][O:15][CH3:16])=[CH:8][C:7]=1[O:17][CH2:18][O:19][CH3:20].O.[NH2:23][NH2:24]>C(O)C>[Br:12][C:10]1[C:9]([O:13][CH2:14][O:15][CH3:16])=[CH:8][C:7]([O:17][CH2:18][O:19][CH3:20])=[C:6]([CH:11]=1)[C:5]([NH:23][NH2:24])=[O:4] |f:1.2|. Procedure: 5-bromo-2,4-bis-methoxymethoxybenzoic acid methoxymethylester (IM3-d: 4.36 g, 11.9 mmol), ethanol (15 mL) and hydrazine monohydrate (0.96 mL, 29.8 mmol) were placed in a 100 mL eggplant shaped flask and stirred at 70° C. for 27 hours. After completing the reaction, the reaction mixture was extracted with methylene chloride, and the organic layer was washed with saturated sodium chloride solution and then concentrated under reduced pressure. The solid material thus obtained was suspended in hexan... Starting materials: BrCCCCCN1C(NC(=C1CC1=CC(=C(C=C1)F)F)C(=O)OC)=O (1-(5-bromopent-1-yl)-5-(3,4-difluorobenzyl)-2,3-dihydro-4-methoxycarbonyl-2(1H)-imidazolone), C1(=CC=CC=C1)C1CCNCC1 (4-phenylpiperidine), C([O-])([O-])=O.[K+].[K+] (potassium carbonate), [I-].[Na+] (sodium iodide). Run in O1CCOCC1 (dioxane). Yields the product FC=1C=C(CC2=C(NC(N2CCCCCN2CCC(CC2)C2=CC=CC=C2)=O)C(=O)OC)C=CC1F (5-(3,4-Difluorobenzyl)-2,3-dihydro-4-methoxycarbonyl-1-(5-(4-phenylpiperidin-1-yl)pent-1-yl)-2(1H)-imidazolone). The yield is 31.2%. RXN SMILES: Br[CH2:2][CH2:3][CH2:4][CH2:5][CH2:6][N:7]1[C:11]([CH2:12][C:13]2[CH:18]=[CH:17][C:16]([F:19])=[C:15]([F:20])[CH:14]=2)=[C:10]([C:21]([O:23][CH3:24])=[O:22])[NH:9][C:8]1=[O:25].[C:26]1([CH:32]2[CH2:37][CH2:36][NH:35][CH2:34][CH2:33]2)[CH:31]=[CH:30][CH:29]=[CH:28][CH:27]=1.C(=O)([O-])[O-].[K+].[K+].[I-].[Na+]>O1CCOCC1>[F:20][C:15]1[CH:14]=[C:13]([CH:18]=[CH:17][C:16]=1[F:19])[CH2:12][C:11]1[N:7]([CH2:6][CH2:5][CH2:4][CH2:3][CH2:2][N:35]2[CH2:36][CH2:37][CH:32]([C:26]3[CH:31]=[CH:30][CH:29]=[CH:28][CH:27]=3)[CH2:33][CH2:34]2)[C:8](=[O:25])[NH:9][C:10]=1[C:21]([O:23][CH3:24])=[O:22] |f:2.3.4,5.6|. Reported procedure: To a stirred solution of 1-(5-bromopent-1-yl)-5-(3,4-difluorobenzyl)-2,3-dihydro-4-methoxycarbonyl-2(1H)-imidazolone (0.167 g, 0.4 mmol) in dioxane (20 mL) was added 4-phenylpiperidine (0.128 g, 0.800 mmol), potassium carbonate (0.165 g, 1.20 mmol) and sodium iodide (0.358 g, 2.38 mmol), and the solution refluxed for 24 hours. The reaction mixture was cooled to room temperature, concentrated and partitioned between ethyl acetate (25 mL) and water (5 mL) . The organic layer was dried over sodium ...